This data is from the Open Reaction Database (ORD), a public repository of structured organic reaction records. The task is: describe an organic reaction: reactants, conditions, products, and yield Starting materials: NC1=CC=C2C=NN(C2=C1)C(C(=O)OCC)C (Ethyl 2-(6-aminoindazol-1-yl)propionate), S(O)(O)(=O)=O (sulphuric acid), ice, Hydrated copper (II) nitrate, N(=O)[O-].[Na+] (Sodium nitrite), NC(=O)N (urea). Reagents/catalysts: [Cu-]=O (copper (I) oxide). Run in O (water), O (water). Conditions: temperature 0 celsius, time 5 minute. The product is OC1=CC=C2C=NN(C2=C1)C(C(=O)OCC)C (ethyl 2-(6-hydroxyindazol-1-yl)propionate). As a reaction SMILES: N[C:2]1[CH:10]=[C:9]2[C:5]([CH:6]=[N:7][N:8]2[CH:11]([CH3:17])[C:12]([O:14][CH2:15][CH3:16])=[O:13])=[CH:4][CH:3]=1.S(=O)(=O)(O)[OH:19].N([O-])=O.[Na+].NC(N)=O>O.[Cu-]=O>[OH:19][C:2]1[CH:10]=[C:9]2[C:5]([CH:6]=[N:7][N:8]2[CH:11]([CH3:17])[C:12]([O:14][CH2:15][CH3:16])=[O:13])=[CH:4][CH:3]=1 |f:2.3|. Reported procedure: Ethyl 2-(6-aminoindazol-1-yl)propionate (0.49 g) was stirred with hot 35% sulphuric acid (2.12cm3), ice (2.12 g) added and the mixture cooled in an ice/salt bath. Sodium nitrite (0.187 g) in water (2cm3) was added dropwise at 0° C. The mixture was stirred for 5 minutes at 0° C. and a few crystals of urea added. Hydrated copper (II) nitrate (8 g) in water (74cm3) was then added followed by copper (I) oxide (0.3 g) and the mixture stirred for 15 minutes at 0° C. and 1.5 hours at hours at room temp... Starting materials: CCOC(=O)c1ccc2nn(CC)nc2c1, CC(C)C[AlH]CC(C)C, Cc1ccccc1. Yields the product CCn1nc2ccc(CO)cc2n1. RXN SMILES: [CH2:1]([CH3:2])[n:3]1[n:4][c:5]2[c:6]([n:7]1)[cH:8][cH:9][c:10]([C:12](=[O:13])[O:14][CH2:15][CH3:16])[cH:11]2.[CH3:17][CH:18]([CH2:19][AlH:20][CH2:21][CH:22]([CH3:23])[CH3:24])[CH3:25].[CH3:26][c:27]1[cH:28][cH:29][cH:30][cH:31][cH:32]1>>[CH2:1]([CH3:2])[n:3]1[n:4][c:5]2[c:6]([n:7]1)[cH:8][cH:9][c:10]([CH2:12][OH:13])[cH:11]2.